From a dataset of the Open Reaction Database (ORD), a public repository of structured organic reaction records. describe an organic reaction: reactants, conditions, products, and yield Starting materials: ClCCl, CC(C)N, COc1ccc2c(c1)CCC1CCNC(=O)C(CCl)=C21, [Na+], [Na+], O=C([O-])[O-]. The product is COc1ccc2c(c1)CCC1CCNC(=O)C(CNC(C)C)=C21. As a reaction SMILES: [CH2:31]([Cl:32])[Cl:33].[CH3:21][CH:22]([CH3:23])[NH2:24].[Cl:1][CH2:2][C:3]1=[C:9]2[CH:8]([CH2:7][CH2:6][NH:5][C:4]1=[O:20])[CH2:17][CH2:16][c:15]1[c:10]2[cH:11][cH:12][c:13]([O:18][CH3:19])[cH:14]1.[Na+:25].[Na+:26].[O-:27][C:28](=[O:29])[O-:30]>>[CH2:2]([C:3]1=[C:9]2[CH:8]([CH2:7][CH2:6][NH:5][C:4]1=[O:20])[CH2:17][CH2:16][c:15]1[c:10]2[cH:11][cH:12][c:13]([O:18][CH3:19])[cH:14]1)[NH:24][CH:22]([CH3:21])[CH3:23]. Starting materials: NC=1OC[C@]2(C3=CC(=CC=C3OC=3C=CC(=CC23)C#CC2CC2)O)N1 ((S)-2-amino-2′-(cyclopropylethynyl)-5H-spiro[oxazole-4,9′-xanthen]-7′-ol), C([O-])([O-])=O.[Cs+].[Cs+] (cesium carbonate), CN(C)C=O (DMF), ICC(C)(C)OC (1-iodo-2-methoxy-2-methylpropane). The solvent is O (water), CCOC(=O)C (EtOAc). Reaction conditions: time 5 minute. Yields the product C1(CC1)C#CC1=CC=2[C@@]3(C4=CC(=CC=C4OC2C=C1)OCC(C)(C)OC)N=C(OC3)N ((S)-2′-(cyclopropylethynyl)-7′-(2-methoxy-2-methylpropoxy)-5H-spiro[oxazole-4,9′-xanthen]-2-amine). As a reaction SMILES: [NH2:1][C:2]1[O:3][CH2:4][C@:5]2([N:25]=1)[C:18]1[CH:17]=[C:16]([C:19]#[C:20][CH:21]3[CH2:23][CH2:22]3)[CH:15]=[CH:14][C:13]=1[O:12][C:11]1[C:6]2=[CH:7][C:8]([OH:24])=[CH:9][CH:10]=1.C(=O)([O-])[O-].[Cs+].[Cs+].CN(C=O)C.I[CH2:38][C:39]([O:42][CH3:43])([CH3:41])[CH3:40]>O.CCOC(C)=O>[CH:21]1([C:20]#[C:19][C:16]2[CH:15]=[CH:14][C:13]3[O:12][C:11]4[C:6](=[CH:7][C:8]([O:24][CH2:38][C:39]([O:42][CH3:43])([CH3:41])[CH3:40])=[CH:9][CH:10]=4)[C@:5]4([CH2:4][O:3][C:2]([NH2:1])=[N:25]4)[C:18]=3[CH:17]=2)[CH2:23][CH2:22]1 |f:1.2.3|. Reported procedure: A 2-5 mL microwave vial was charged with (S)-2-amino-2′-(cyclopropylethynyl)-5H-spiro[oxazole-4,9′-xanthen]-7′-ol (0.250 g, 0.752 mmol), cesium carbonate (0.980 g, 3.01 mmol), and DMF (3.01 mL). The mixture was stirred vigorously for 5 min, then 1-iodo-2-methoxy-2-methylpropane (0.303 mL, 2.257 mmol) was added via syringe. The vial was sealed and the reaction was microwaved at 110° C. for two hours. The mixture was diluted with water and EtOAc and the layers were separated, and the aqueous layer... The reactants are ClC=1C=2N(C=CN1)C(=NC2I)C2CC(C2)=O (3-(8-Chloro-1-iodo-imidazo[1,5-a]pyrazin-3-yl)-cyclobutanone), [BH4-].[Na+] (sodium tetrahydroborate). Run in CO (methanol), C(Cl)Cl (CH2Cl2). Reaction conditions: time 4.5 hour. Product: ClC=1C=2N(C=CN1)C(=NC2I)C2CC(C2)O (3-(8-Chloro-1-iodo-imidazo[1,5-a]pyrazin-3-yl)-cyclobutanol). Reaction SMILES: [Cl:1][C:2]1[C:3]2[N:4]([C:8]([CH:12]3[CH2:15][C:14](=[O:16])[CH2:13]3)=[N:9][C:10]=2[I:11])[CH:5]=[CH:6][N:7]=1.[BH4-].[Na+]>CO.C(Cl)Cl>[Cl:1][C:2]1[C:3]2[N:4]([C:8]([CH:12]3[CH2:13][CH:14]([OH:16])[CH2:15]3)=[N:9][C:10]=2[I:11])[CH:5]=[CH:6][N:7]=1 |f:1.2|. Procedure: 3-(8-Chloro-1-iodo-imidazo[1,5-a]pyrazin-3-yl)-cyclobutanone (5.0 g, 14 mmol) was dissolved in a 1:1 mixture of methanol (35.0 mL) and CH2Cl2 (35.0 mL). To the solution mixture sodium tetrahydroborate (560 mg, 14.0 mmol) was added slowly, gas evolution was observed. After 4.5 h at rt under nitrogen, the reaction was concentrated in vacuo. The crude mix was dissolved in EtOAc and washed with water. The organic layer was dried over sodium sulfate, filtered and concentrated in vacuo. The crude prod...